describe an organic reaction: reactants, conditions, products, and yield From a dataset of the Open Reaction Database (ORD), a public repository of structured organic reaction records. The reactants are C[Si](C)(C)CCOCn1ccc2c(Br)ccnc21, O=C([O-])[O-], CC1(C)OB(c2cnn(Cc3ccccc3)c2)OC1(C)C, Cc1ccccc1, CCO, [K+], [K+], O, c1ccc(P(c2ccccc2)(c2ccccc2)[Pd](P(c2ccccc2)(c2ccccc2)c2ccccc2)(P(c2ccccc2)(c2ccccc2)c2ccccc2)P(c2ccccc2)(c2ccccc2)c2ccccc2)cc1. Yields the product C[Si](C)(C)CCOCn1ccc2c(-c3cnn(Cc4ccccc4)c3)ccnc21. RXN SMILES: [Br:1][c:2]1[c:3]2[c:4]([n:5][cH:6][cH:7]1)[n:8]([CH2:11][O:12][CH2:13][CH2:14][Si:15]([CH3:16])([CH3:17])[CH3:18])[cH:9][cH:10]2.[C:50](=[O:51])([O-:52])[O-:53].[CH2:19]([c:20]1[cH:21][cH:22][cH:23][cH:24][cH:25]1)[n:26]1[n:27][cH:28][c:29]([B:31]2[O:32][C:33]([CH3:34])([CH3:35])[C:36]([CH3:37])([CH3:38])[O:39]2)[cH:30]1.[CH3:40][c:41]1[cH:42][cH:43][cH:44][cH:45][cH:46]1.[CH3:47][CH2:48][OH:49].[K+:54].[K+:55].[OH2:56].[cH:57]1[cH:58][cH:59][c:60]([P:61]([Pd:62]([P:63]([c:64]2[cH:65][cH:66][cH:67][cH:68][cH:69]2)([c:70]2[cH:71][cH:72][cH:73][cH:74][cH:75]2)[c:76]2[cH:77][cH:78][cH:79][cH:80][cH:81]2)([P:82]([c:83]2[cH:84][cH:85][cH:86][cH:87][cH:88]2)([c:89]2[cH:90][cH:91][cH:92][cH:93][cH:94]2)[c:95]2[cH:96][cH:97][cH:98][cH:99][cH:100]2)[P:101]([c:102]2[cH:103][cH:104][cH:105][cH:106][cH:107]2)([c:108]2[cH:109][cH:110][cH:111][cH:112][cH:113]2)[c:114]2[cH:115][cH:116][cH:117][cH:118][cH:119]2)([c:120]2[cH:121][cH:122][cH:123][cH:124][cH:125]2)[c:126]2[cH:127][cH:128][cH:129][cH:130][cH:131]2)[cH:132][cH:133]1>>[c:2]1(-[c:29]2[cH:28][n:27][n:26]([CH2:19][c:20]3[cH:21][cH:22][cH:23][cH:24][cH:25]3)[cH:30]2)[c:3]2[c:4]([n:5][cH:6][cH:7]1)[n:8]([CH2:11][O:12][CH2:13][CH2:14][Si:15]([CH3:16])([CH3:17])[CH3:18])[cH:9][cH:10]2. Starting materials: [BH4-], C1CCOC1, CO, CCCn1cnc(-c2cc3nccc(Oc4ccc([N+](=O)[O-])cc4F)c3s2)c1, [Na+], Cl[Ni]Cl. Product: CCCn1cnc(-c2cc3nccc(Oc4ccc(N)cc4F)c3s2)c1. RXN SMILES: [BH4-:29].[CH2:33]1[O:34][CH2:35][CH2:36][CH2:37]1.[CH3:31][OH:32].[F:1][c:2]1[c:3]([O:4][c:5]2[c:6]3[c:7]([n:8][cH:9][cH:10]2)[cH:11][c:12](-[c:14]2[n:15][cH:16][n:17]([CH2:19][CH2:20][CH3:21])[cH:18]2)[s:13]3)[cH:22][cH:23][c:24]([N+:26]([O-:27])=[O:28])[cH:25]1.[Na+:30].[Ni:38]([Cl:39])[Cl:40]>>[F:1][c:2]1[c:3]([O:4][c:5]2[c:6]3[c:7]([n:8][cH:9][cH:10]2)[cH:11][c:12](-[c:14]2[n:15][cH:16][n:17]([CH2:19][CH2:20][CH3:21])[cH:18]2)[s:13]3)[cH:22][cH:23][c:24]([NH2:26])[cH:25]1. Starting materials: C1=C(C=CC2=CC=CC=C12)C(C(=O)OCC)C=1NC=C(N1)[N+](=O)[O-] (ethyl 2-(2-naphthyl)-2-(4-nitroimidazolyl)acetate), Cl.CN(CCCN=C=NCC)C (3-(dimethylamino)propyl-3-ethylcarbodiimide hydrochloride), C(C)(C)(C)OC(=O)NC(C(=O)N[C@@H](C(=O)O)CC1=CNC2=CC=CC=C12)(C)C ((2R)-2-{2-[(tert-butoxy)carbonylamino]-2-methylpropanoylamino}-3-indol-3-ylpropanoic acid). Reagents/catalysts: [Pd] (palladium on carbon). Solvent: O1CCCC1 (tetrahydrofuran), O1CCCC1 (tetrahydrofuran). Conditions: time 16 hour. Product: C(C)(C)(C)OC(=O)NC(C(=O)N[C@@H](C(=O)NC=1N=C(NC1)C(C(=O)OCC)C1=CC2=CC=CC=C2C=C1)CC1=CNC2=CC=CC=C12)(C)C (ethyl 2-(4-((2R)-2-{2-[(tert-butoxy)carbonylamino]-2-methylpropanoylamino}-3-indol-3-ylpropanoyl amino)imidazolyl]-2-(2-naphthyl)acetate). The yield is 41.1%. As a reaction SMILES: [CH:1]1[C:10]2[C:5](=[CH:6][CH:7]=[CH:8][CH:9]=2)[CH:4]=[CH:3][C:2]=1[CH:11]([C:17]1[NH:18][CH:19]=[C:20]([N+:22]([O-])=O)[N:21]=1)[C:12]([O:14][CH2:15][CH3:16])=[O:13].Cl.CN(C)CCCN=C=NCC.[C:37]([O:41][C:42]([NH:44][C:45]([CH3:64])([CH3:63])[C:46]([NH:48][C@H:49]([CH2:53][C:54]1[C:62]2[C:57](=[CH:58][CH:59]=[CH:60][CH:61]=2)[NH:56][CH:55]=1)[C:50](O)=[O:51])=[O:47])=[O:43])([CH3:40])([CH3:39])[CH3:38]>[Pd].O1CCCC1>[C:37]([O:41][C:42]([NH:44][C:45]([CH3:64])([CH3:63])[C:46]([NH:48][C@H:49]([CH2:53][C:54]1[C:62]2[C:57](=[CH:58][CH:59]=[CH:60][CH:61]=2)[NH:56][CH:55]=1)[C:50]([NH:22][C:20]1[N:21]=[C:17]([CH:11]([C:2]2[CH:3]=[CH:4][C:5]3[C:10](=[CH:9][CH:8]=[CH:7][CH:6]=3)[CH:1]=2)[C:12]([O:14][CH2:15][CH3:16])=[O:13])[NH:18][CH:19]=1)=[O:51])=[O:47])=[O:43])([CH3:40])([CH3:38])[CH3:39] |f:1.2|. Reported procedure: A mixture of ethyl 2-(2-naphthyl)-2-(4-nitroimidazolyl)acetate (2.04 grams, 6.27 mmol), tetrahydrofuran (20 mL), and 10% palladium on carbon (2.04 gram) was hydrogenated at ambient temperature and pressure until complete as determined by hplc (20 hours). The catalyst was removed by filtration and rinsed with tetrahydrofuran (10 mL). The filtrate was added to a slurry consisting of 1-[3-(dimethylamino)propyl-3-ethylcarbodiimide hydrochloride (1.20 grams, 6.27 mmol), tetrahydrofuran (10 mL), and (... Reactants: CC=1N(C2=C(C=NC=3C=CC=CC23)N1)CCC(=O)OCC (ethyl 3-(2-methyl-1H-imidazo[4,5-c]quinolin-1-yl)propanoate), N1CCOCC1 (morpholine). Product: CC=1N(C2=C(C=NC=3C=CC=CC23)N1)CCC(=O)N1CCOCC1 (2-methyl-1-(3-morpholin-4-yl-3-oxopropyl)-1H-imidazo[4,5-c]quinoline). Yield: 98.7%. As a reaction SMILES: [CH3:1][C:2]1[N:3]([CH2:15][CH2:16][C:17]([O:19]CC)=O)[C:4]2[C:13]3[CH:12]=[CH:11][CH:10]=[CH:9][C:8]=3[N:7]=[CH:6][C:5]=2[N:14]=1.[NH:22]1[CH2:27][CH2:26][O:25][CH2:24][CH2:23]1>>[CH3:1][C:2]1[N:3]([CH2:15][CH2:16][C:17]([N:22]2[CH2:27][CH2:26][O:25][CH2:24][CH2:23]2)=[O:19])[C:4]2[C:13]3[CH:12]=[CH:11][CH:10]=[CH:9][C:8]=3[N:7]=[CH:6][C:5]=2[N:14]=1. Reported procedure: A solution of ethyl 3-(2-methyl-1H-imidazo[4,5-c]quinolin-1-yl)propanoate (4.0 g, 15 mmol) and morpholine (10 mL, 100 mmol) was heated for three days in a high-pressure vessel at 100° C., allowed to cool to ambient temperature, and concentrated under reduced pressure. The residue was dissolved in dichloromethane, and the resulting solution was washed with saturated aqueous sodium bicarbonate, dried over magnesium sulfate, filtered, and concentrated under reduced pressure to provide 4.8 g of 2-me... Reactants: C1(CC1)C1=CC=C(C2=CC=CC=C12)N=C=S (1-Cyclopropyl-4-isothiocyanatonaphthalene), NN (hydrazine), C(OC)(OC)=O (dimethyl carbonate). Product: C1(CC1)C1=CC=C(C2=CC=CC=C12)N1C(=NN=C1S)O (4-(4-cyclopropylnaphthalen-1-yl)-5-mercapto-4H-1,2,4-triazol-3-ol). As a reaction SMILES: [CH:1]1([C:4]2[C:13]3[C:8](=[CH:9][CH:10]=[CH:11][CH:12]=3)[C:7]([N:14]=[C:15]=[S:16])=[CH:6][CH:5]=2)[CH2:3][CH2:2]1.[NH2:17][NH2:18].[C:19](=[O:24])(OC)OC>>[CH:1]1([C:4]2[C:13]3[C:8](=[CH:9][CH:10]=[CH:11][CH:12]=3)[C:7]([N:14]3[C:15]([SH:16])=[N:18][N:17]=[C:19]3[OH:24])=[CH:6][CH:5]=2)[CH2:3][CH2:2]1. Procedure: 1-Cyclopropyl-4-isothiocyanatonaphthalene is reacted with hydrazine and then cyclized in the presence of dimethyl carbonate to form 4-(4-cyclopropylnaphthalen-1-yl)-5-mercapto-4H-1,2,4-triazol-3-ol. Starting materials: ClC=1C=CC2=C(C(=NCC=3N2C(=NN3)CO)C3=C(C=CC=C3)Cl)C1 (8-chloro-1-(hydroxymethyl)-6-(o-chlorophenyl)-4H-s-triazolo[4,3-a][1,4]benzodiazepine), C(CCC)(=O)OC(CCC)=O (butyric anhydride). The solvent is O (water). Yields the product C(CCC)(=O)O.ClC=1C=CC2=C(C(=NCC=3N2C(=NN3)CO)C3=C(C=CC=C3)Cl)C1 (8-chloro-1-hydroxymethyl-6-(o-chlorophenyl)-4H-s-triazolo[4,3-a][1,4]benzodiazepine butyrate). As a reaction SMILES: [Cl:1][C:2]1[CH:3]=[CH:4][C:5]2[N:11]3[C:12]([CH2:15][OH:16])=[N:13][N:14]=[C:10]3[CH2:9][N:8]=[C:7]([C:17]3[CH:22]=[CH:21][CH:20]=[CH:19][C:18]=3[Cl:23])[C:6]=2[CH:24]=1.[C:25]([O:30]C(=O)CCC)(=[O:29])[CH2:26][CH2:27][CH3:28]>O>[C:25]([OH:30])(=[O:29])[CH2:26][CH2:27][CH3:28].[Cl:1][C:2]1[CH:3]=[CH:4][C:5]2[N:11]3[C:12]([CH2:15][OH:16])=[N:13][N:14]=[C:10]3[CH2:9][N:8]=[C:7]([C:17]3[CH:22]=[CH:21][CH:20]=[CH:19][C:18]=3[Cl:23])[C:6]=2[CH:24]=1 |f:3.4|. Procedure details: In a manner similar to Example 12, a mixture of 8-chloro-1-(hydroxymethyl)-6-(o-chlorophenyl)-4H-s-triazolo[4,3-a][1,4]benzodiazepine and butyric anhydride was heated on the water bath to give 8-chloro-1-hydroxymethyl-6-(o-chlorophenyl)-4H-s-triazolo[4,3-a][1,4]benzodiazepine butyrate (ester).